This data is from the Open Reaction Database (ORD), a public repository of structured organic reaction records. The task is: describe an organic reaction: reactants, conditions, products, and yield Starting materials: BrB(Br)Br, COc1c(C)cc(C)c(CC(=O)c2sccc2S(=O)(=O)Nc2onc(C)c2Cl)c1C, ClCCl. Product: Cc1cc(C)c(CC(=O)c2sccc2S(=O)(=O)Nc2onc(C)c2Cl)c(C)c1O. RXN SMILES: [B:31]([Br:32])([Br:33])[Br:34].[Cl:1][c:2]1[c:3]([CH3:30])[n:4][o:5][c:6]1[NH:7][S:8](=[O:9])(=[O:10])[c:11]1[c:12]([C:16]([CH2:17][c:18]2[c:19]([CH3:28])[c:20]([O:26][CH3:27])[c:21]([CH3:25])[cH:22][c:23]2[CH3:24])=[O:29])[s:13][cH:14][cH:15]1.[Cl:35][CH2:36][Cl:37]>>[Cl:1][c:2]1[c:3]([CH3:30])[n:4][o:5][c:6]1[NH:7][S:8](=[O:9])(=[O:10])[c:11]1[c:12]([C:16]([CH2:17][c:18]2[c:19]([CH3:28])[c:20]([OH:26])[c:21]([CH3:25])[cH:22][c:23]2[CH3:24])=[O:29])[s:13][cH:14][cH:15]1. The reactants are [OH-].[Na+] (NaOH), C1(=CC=CC=C1)P(C1=CC=C(C=C1)P(OCC)(OCC)=O)C1=CC=CC=C1 (diethyl 4-diphenylphosphinophenylphosphonate). Solvent: C1CCOC1 (THF), Cl (hydrochloric acid), O (water), C1CCOC1 (THF). Conditions: temperature 23 celsius, time 20 minute. Product: C1(=CC=CC=C1)P(C1=CC=C(C=C1)P(O)(O)=O)C1=CC=CC=C1 (4-Diphenylphosphinophenylphosphonic Acid). Reaction SMILES: [OH-].[Na+].[C:3]1([P:9]([C:24]2[CH:29]=[CH:28][CH:27]=[CH:26][CH:25]=2)[C:10]2[CH:15]=[CH:14][C:13]([P:16](=[O:23])([O:20]CC)[O:17]CC)=[CH:12][CH:11]=2)[CH:8]=[CH:7][CH:6]=[CH:5][CH:4]=1>O.C1COCC1.Cl>[C:24]1([P:9]([C:3]2[CH:4]=[CH:5][CH:6]=[CH:7][CH:8]=2)[C:10]2[CH:15]=[CH:14][C:13]([P:16](=[O:17])([OH:20])[OH:23])=[CH:12][CH:11]=2)[CH:25]=[CH:26][CH:27]=[CH:28][CH:29]=1 |f:0.1|. Procedure details: 0.40 g (10.0 mmol) of NaOH in 7 ml of water are added dropwise at 23° C. to a solution of 2.00 g (5.0 mmol) of diethyl 4-diphenylphosphinophenylphosphonate in 7 ml of THF. After refluxing for 6 hours, the mixture is diluted with a further 7 ml of THF, 4.0 ml of 2N hydrochloric acid are added dropwise at 23° C. and the mixture is stirred for 20 min at 23° C. After phase separation, the aqueous phase is extracted twice, each time with 25 ml of dichloromethane, and the combined organic phases are w...